This data is from the Open Reaction Database (ORD), a public repository of structured organic reaction records. The task is: describe an organic reaction: reactants, conditions, products, and yield Starting materials: FC(S(=O)(=O)OC1=CC(=C(C(=C1)OC)C=1N=NC(=CC1)N(C1CC(NC(C1)(C)C)(C)C)C)O)(F)F (3-hydroxy-5-methoxy-4-(6-(methyl(2,2,6,6-tetramethylpiperidin-4-yl)amino)pyridazin-3-yl)phenyl trifluoromethanesulfonate), FC(S(=O)(=O)OC1=CC(=C(C(=C1)OC)C=1N=NC(=CC1)N(C1CC(NC(C1)(C)C)(C)C)C)O)(F)F (3-hydroxy-5-methoxy-4-(6-(methyl(2,2,6,6-tetramethylpiperidin-4-yl)amino)pyridazin-3-yl)phenyl trifluoromethanesulfonate), CN1N=CC(=C1)B1OC(C(O1)(C)C)(C)C (1-methyl-4-(4,4,5,5-tetramethyl-1,3,2-dioxaborolan-2-yl)-1H-pyrazole), C([O-])([O-])=O.[Na+].[Na+] (sodium carbonate), Cl (HCl), CO (MeOH). Reagents/catalysts: C=1C=CC(=CC1)[P](C=2C=CC=CC2)(C=3C=CC=CC3)[Pd]([P](C=4C=CC=CC4)(C=5C=CC=CC5)C=6C=CC=CC6)([P](C=7C=CC=CC7)(C=8C=CC=CC8)C=9C=CC=CC9)[P](C=1C=CC=CC1)(C=1C=CC=CC1)C=1C=CC=CC1 (Tetrakis(triphenylphosphine)palladium(0)). Solvent: COCCOC.O (DME water). Conditions: temperature 90 celsius. The product is COC=1C(=C(C=C(C1)C=1C=NN(C1)C)O)C=1N=NC(=CC1)N(C1CC(NC(C1)(C)C)(C)C)C (3-methoxy-2-(6-(methyl(2,2,6,6-tetramethylpiperidin-4-yl)amino)pyridazin-3-yl)-5-(1-methyl-1H-pyrazol-4-yl)-phenol). Isolated yield 63.2%. As a reaction SMILES: FC(F)(F)S(O[C:7]1[CH:12]=[C:11]([O:13][CH3:14])[C:10]([C:15]2[N:16]=[N:17][C:18]([N:21]([CH3:32])[CH:22]3[CH2:27][C:26]([CH3:29])([CH3:28])[NH:25][C:24]([CH3:31])([CH3:30])[CH2:23]3)=[CH:19][CH:20]=2)=[C:9]([OH:33])[CH:8]=1)(=O)=O.[CH3:36][N:37]1[CH:41]=[C:40](B2OC(C)(C)C(C)(C)O2)[CH:39]=[N:38]1.C(=O)([O-])[O-].[Na+].[Na+].Cl.CO>C1C=CC([P]([Pd]([P](C2C=CC=CC=2)(C2C=CC=CC=2)C2C=CC=CC=2)([P](C2C=CC=CC=2)(C2C=CC=CC=2)C2C=CC=CC=2)[P](C2C=CC=CC=2)(C2C=CC=CC=2)C2C=CC=CC=2)(C2C=CC=CC=2)C2C=CC=CC=2)=CC=1.COCCOC.O>[CH3:14][O:13][C:11]1[C:10]([C:15]2[N:16]=[N:17][C:18]([N:21]([CH3:32])[CH:22]3[CH2:27][C:26]([CH3:28])([CH3:29])[NH:25][C:24]([CH3:31])([CH3:30])[CH2:23]3)=[CH:19][CH:20]=2)=[C:9]([OH:33])[CH:8]=[C:7]([C:40]2[CH:39]=[N:38][N:37]([CH3:36])[CH:41]=2)[CH:12]=1 |f:2.3.4,8.9,^1:63,65,84,103|. Procedure: A mixture of 3-hydroxy-5-methoxy-4-(6-(methyl(2,2,6,6-tetramethylpiperidin-4-yl)amino)pyridazin-3-yl)phenyl trifluoromethanesulfonate (Intermediate 6-2, 100 mg, 0.193 mmol), 1-methyl-4-(4,4,5,5-tetramethyl-1,3,2-dioxaborolan-2-yl)-1H-pyrazole (120 mg, 0.579 mmol), and sodium carbonate (102 mg, 0.964 mmol) in 3:1 DME/water (1.9 mL) was degassed with a stream of dry nitrogen for 5 minutes. Tetrakis(triphenylphosphine)palladium(0) (16.7 mg, 0.014 mmol) was added and the mixture was heated under mic...